From a dataset of the Open Reaction Database (ORD), a public repository of structured organic reaction records. describe an organic reaction: reactants, conditions, products, and yield The reactants are N#Cc1cccc(N)c1, O=C(O)c1ccc(-c2ccccc2)o1. Yields the product N#Cc1cccc(NC(=O)c2ccc(-c3ccccc3)o2)c1. As a reaction SMILES: [NH2:15][c:16]1[cH:17][c:18]([C:19]#[N:20])[cH:21][cH:22][cH:23]1.[c:1]1(-[c:7]2[cH:8][cH:9][c:10]([C:12](=[O:13])[OH:14])[o:11]2)[cH:2][cH:3][cH:4][cH:5][cH:6]1>>[c:1]1(-[c:7]2[cH:8][cH:9][c:10]([C:12](=[O:14])[NH:15][c:16]3[cH:17][c:18]([C:19]#[N:20])[cH:21][cH:22][cH:23]3)[o:11]2)[cH:2][cH:3][cH:4][cH:5][cH:6]1. Reactants: FC(C(=O)NC1=CC=C(C=C1)CCO)(C(C(F)(F)F)(F)F)F (2,2,3,3,4,4,4-heptafluoro-N-[4-(2-hydroxyethyl)phenyl]butanamide), C(Br)(Br)(Br)Br (carbon tetrabromide), P (phosphine), C1(=CC=CC=C1)P(C1=CC=CC=C1)C1=CC=CC=C1 (triphenylphosphine). Run in O1CCCC1 (tetrahydrofuran), C(C)OCC (diethyl ether). Run at time 2 hour. The product is FC(C(=O)NC1=CC=C(C=C1)CCBr)(C(C(F)(F)F)(F)F)F (2,2,3,3,4,4,4-heptafluoro-N-[4-(2-bromoethyl)phenyl]butanamide). Yield: 54.5%. RXN SMILES: [F:1][C:2]([F:22])([C:15]([F:21])([F:20])[C:16]([F:19])([F:18])[F:17])[C:3]([NH:5][C:6]1[CH:11]=[CH:10][C:9]([CH2:12][CH2:13]O)=[CH:8][CH:7]=1)=[O:4].C(Br)(Br)(Br)[Br:24].C1(P(C2C=CC=CC=2)C2C=CC=CC=2)C=CC=CC=1.P>O1CCCC1.C(OCC)C>[F:1][C:2]([F:22])([C:15]([F:21])([F:20])[C:16]([F:19])([F:18])[F:17])[C:3]([NH:5][C:6]1[CH:11]=[CH:10][C:9]([CH2:12][CH2:13][Br:24])=[CH:8][CH:7]=1)=[O:4]. Procedure details: A mixture of 2,2,3,3,4,4,4-heptafluoro-N-[4-(2-hydroxyethyl)phenyl]butanamide (25 g), carbon tetrabromide (51 g), diethyl ether (140 mL) and tetrahydrofuran (140 mL) was cooled in ice and treated with triphenylphosphine (39.3 g), portionwise. When addition of the phosphine was complete, the reaction mixture was allowed to warm to room temperature and stirred for 2 hours. The precipitate was removed by filtration and the filtrate concentrated in vacuo. The residue was purified by chromatography o... The reactants are C(C1=CC=CC=C1)(=O)N1CCNCC1 (benzoyl piperazine), C[O-].[Na+] (sodium methoxide), 4-fluoro, C(C1=CC=CC=C1)(=O)N1CCN(CC1)C(C(=O)C1=CNC2=C(N=CC(=C12)F)Cl)=O (N-(benzoyl)-N′-[(4-fluoro-7-chloro-6-azaindol-3-yl)-oxoacetyl]-piperazine), 7-chloro, FC1=C2C=CNC2=C(N=C1)Cl (4-fluoro-7-chloro-6-azaindole), C[O-].[Na+] (sodium methoxide). As a reaction SMILES: [C:1](N1CCNCC1)(=[O:8])C1C=CC=CC=1.[C:15]([N:23]1[CH2:28][CH2:27][N:26]([C:29](=[O:43])[C:30]([C:32]2[C:40]3[C:35](=[C:36](Cl)[N:37]=[CH:38][C:39]=3[F:41])[NH:34][CH:33]=2)=[O:31])[CH2:25][CH2:24]1)(=[O:22])[C:16]1[CH:21]=[CH:20][CH:19]=[CH:18][CH:17]=1.C[O-].[Na+].FC1C=NC(Cl)=C2C=1C=CN2>CO>[C:15]([N:23]1[CH2:28][CH2:27][N:26]([C:29](=[O:43])[C:30]([C:32]2[C:40]3[C:35](=[C:36]([O:8][CH3:1])[N:37]=[CH:38][C:39]=3[F:41])[NH:34][CH:33]=2)=[O:31])[CH2:25][CH2:24]1)(=[O:22])[C:16]1[CH:21]=[CH:20][CH:19]=[CH:18][CH:17]=1 |f:2.3|. Yields the product C(C1=CC=CC=C1)(=O)N1CCN(CC1)C(C(=O)C1=CNC2=C(N=CC(=C12)F)OC)=O (N-(benzoyl)-N′-[(4-fluoro-7-methoxy-6-azaindol-3-yl)-oxoacetyl]-piperazine). Solvent: CO (methanol). Procedure details: It should be noted that 2-chloro-5-fluoro-3-nitro pyridine may be prepared by the method in example 5B of reference 59 Marfat et. al. The chemistry in Schemes 1 and 3 to provide the derivative which corresponds to general formula 5 and has a 6-aza ring and R2=F and R4=Cl. In particular, reaction of 2-chloro-5-fluoro-3-nitro pyridine with 3 equivalents of vinyl Magnesium bromide using the typical conditions described herein will provide 4-fluoro-7-chloro-6-azaindole in high yield. Addition of thi... Starting materials: OC1=CC=C(C=C1)CCCCN1C=NC=C1 (1-[4-(4-hydroxyphenyl)butyl]imidazole), ClCC=1N=C(SC1)C=1SC(=CC1)C (4-chloromethyl-2-(5-methyl-2-thienyl)thiazole). Product: N1(C=NC=C1)CCCCC1=CC=C(OCC=2N=C(SC2)C=2SC(=CC2)C)C=C1 (4-[4-[4-(1-imidazolyl)butyl]phenoxymethyl]-2-(5-methyl-2-thienyl)thiazole). Yield: 74.0%. RXN SMILES: [OH:1][C:2]1[CH:7]=[CH:6][C:5]([CH2:8][CH2:9][CH2:10][CH2:11][N:12]2[CH:16]=[CH:15][N:14]=[CH:13]2)=[CH:4][CH:3]=1.Cl[CH2:18][C:19]1[N:20]=[C:21]([C:24]2[S:25][C:26]([CH3:29])=[CH:27][CH:28]=2)[S:22][CH:23]=1>>[N:12]1([CH2:11][CH2:10][CH2:9][CH2:8][C:5]2[CH:6]=[CH:7][C:2]([O:1][CH2:18][C:19]3[N:20]=[C:21]([C:24]4[S:25][C:26]([CH3:29])=[CH:27][CH:28]=4)[S:22][CH:23]=3)=[CH:3][CH:4]=2)[CH:16]=[CH:15][N:14]=[CH:13]1. Reported procedure: In substantially the same manner as in Working Example 72, 1-[4-(4-hydroxyphenyl)butyl]imidazole was reacted with 4-chloromethyl-2-(5-methyl-2-thienyl)thiazole to obtain 4-[4-[4-(1-imidazolyl)butyl]phenoxymethyl]-2-(5-methyl-2-thienyl)thiazole. The yield was 74%. Recrystallization from ethyl acetate-hexane gave pale yellow needles, mp 81-82° C.